Dataset: the Open Reaction Database (ORD), a public repository of structured organic reaction records. Task: describe an organic reaction: reactants, conditions, products, and yield The reactants are N,O-Bistrimethylsilylacetamide, C1(=CC=CC=C1)C(CNC1=C2N=CNC2=NC(=N1)CNC(N(CCC1=NC=CC=C1)C)=O)C1=CC=CC=C1 (N′-({6-[(2,2-diphenylethyl)amino]-9H-purin-2-yl}methyl)-N-methyl-N-[2-(2-pyridinyl) ethyl]urea), C(C)(=O)O[C@@H]1[C@H](O[C@H]([C@@H]1OC(C)=O)OC(C)=O)COC(C)=O ((2R,3R,4R,5S)-4,5-bis(acetyloxy)-2-[(acetyloxy)methyl]tetrahydro-3-furanyl acetate), C[Si](C)(C)OS(=O)(=O)C(F)(F)F (trimethylsilyltrifluoromethanesulphonate), C(C)(=O)OCC (ethyl acetate). Run in ClC(C)(Cl)Cl (1,1,1-trichloroethane). Run at time 4 hour. Product: N (ammonia), O[C@H]1[C@@H](O[C@@H]([C@H]1O)CO)N1C2=NC(=NC(=C2N=C1)NCC(C1=CC=CC=C1)C1=CC=CC=C1)CNC(N(CCC1=NC=CC=C1)C)=O (({9-[(2R,3R,4S,5R)-3,4-Dihydroxy-5-(hydroxymethyl)tetrahydro-2-furanyl]-6-[(2,2-diphenylethyl) amino]-9H-purin-2-yl}methyl)-N-methyl-N-[2-(2-pyridinyl)ethyl]urea). The yield is 0.1%. RXN SMILES: [C:1]1([CH:7]([C:33]2[CH:38]=[CH:37][CH:36]=[CH:35][CH:34]=2)[CH2:8][NH:9][C:10]2[N:18]=[C:17]([CH2:19][NH:20][C:21](=[O:32])[N:22]([CH3:31])[CH2:23][CH2:24][C:25]3[CH:30]=[CH:29][CH:28]=[CH:27][N:26]=3)[N:16]=[C:15]3[C:11]=2[N:12]=[CH:13][NH:14]3)[CH:6]=[CH:5][CH:4]=[CH:3][CH:2]=1.C([O:42][C@H:43]1[C@@H:47]([O:48]C(=O)C)[C@H:46](OC(=O)C)[O:45][C@@H:44]1[CH2:56][O:57]C(=O)C)(=O)C.C[Si](OS(C(F)(F)F)(=O)=O)(C)C.C(OCC)(=O)C>ClC(Cl)(Cl)C>[NH3:9].[OH:48][C@@H:47]1[C@H:43]([OH:42])[C@@H:44]([CH2:56][OH:57])[O:45][C@H:46]1[N:14]1[CH:13]=[N:12][C:11]2[C:15]1=[N:16][C:17]([CH2:19][NH:20][C:21](=[O:32])[N:22]([CH3:31])[CH2:23][CH2:24][C:25]1[CH:30]=[CH:29][CH:28]=[CH:27][N:26]=1)=[N:18][C:10]=2[NH:9][CH2:8][CH:7]([C:1]1[CH:2]=[CH:3][CH:4]=[CH:5][CH:6]=1)[C:33]1[CH:34]=[CH:35][CH:36]=[CH:37][CH:38]=1. Procedure details: N,O-Bistrimethylsilylacetamide (0.5 ml, 2.02 mmol) was added to a suspension of N′-({6-[(2,2-diphenylethyl)amino]-9H-purin-2-yl}methyl)-N-methyl-N-[2-(2-pyridinyl) ethyl]urea (0.16 g, 0.31 mol) (Preparation 26) in 1,1,1-trichloroethane (15 ml). The suspension was heated to reflux. When all suspended solid had dissolved the reaction mixture was allowed to cool to room temperature and the solvent was removed under reduced pressure. The residue was twice dissolved in toluene (50 ml) and the solvent... The reactants are C(O)CN (ethanolamine), FC1=C(OCCNC(=O)C2=CC=C(C=C2)C2C(CN(CC2)C(=O)OCC2=CC=CC=C2)OCC=2C=CC3=C(N(C(CO3)=O)CCCOC)C2)C=C(C=C1)F (benzyl 4-{4-[2-(2,5-difluorophenoxy)ethylcarbamoyl]phenyl}-3-[4-(3-methoxypropyl)-3-oxo-3,4-dihydro-2H-benzo[1,4]oxazin-6-ylmethoxy]piperidine-1-carboxylate), B1C2CCCC1CCC2 (9-BBN). The solvent is O1CCCC1 (tetrahydrofuran). Yields the product FC1=C(OCCNCC2=CC=C(C=C2)C2C(CN(CC2)C(=O)OCC2=CC=CC=C2)OCC=2C=CC3=C(N(CCO3)CCCOC)C2)C=C(C=C1)F (Benzyl 4-(4-{[2-(2,5-difluorophenoxy)ethylamino]methyl}phenyl)-3-[4-(3-methoxypropyl)-3,4-dihydro-2H-benzo[1,4]oxazin-6-ylmethoxy]piperidine-1-carboxylate), SiO2. Reaction SMILES: [F:1][C:2]1[CH:53]=[CH:52][C:51]([F:54])=[CH:50][C:3]=1[O:4][CH2:5][CH2:6][NH:7][C:8]([C:10]1[CH:15]=[CH:14][C:13]([CH:16]2[CH2:21][CH2:20][N:19]([C:22]([O:24][CH2:25][C:26]3[CH:31]=[CH:30][CH:29]=[CH:28][CH:27]=3)=[O:23])[CH2:18][CH:17]2[O:32][CH2:33][C:34]2[CH:35]=[CH:36][C:37]3[O:42][CH2:41][C:40](=O)[N:39]([CH2:44][CH2:45][CH2:46][O:47][CH3:48])[C:38]=3[CH:49]=2)=[CH:12][CH:11]=1)=O.B1C2CCCC1CCC2.C(CN)O>O1CCCC1>[F:1][C:2]1[CH:53]=[CH:52][C:51]([F:54])=[CH:50][C:3]=1[O:4][CH2:5][CH2:6][NH:7][CH2:8][C:10]1[CH:15]=[CH:14][C:13]([CH:16]2[CH2:21][CH2:20][N:19]([C:22]([O:24][CH2:25][C:26]3[CH:27]=[CH:28][CH:29]=[CH:30][CH:31]=3)=[O:23])[CH2:18][CH:17]2[O:32][CH2:33][C:34]2[CH:35]=[CH:36][C:37]3[O:42][CH2:41][CH2:40][N:39]([CH2:44][CH2:45][CH2:46][O:47][CH3:48])[C:38]=3[CH:49]=2)=[CH:12][CH:11]=1. Procedure: The solution of 0.440 g of benzyl 4-{4-[2-(2,5-difluorophenoxy)ethylcarbamoyl]phenyl}-3-[4-(3-methoxypropyl)-3-oxo-3,4-dihydro-2H-benzo[1,4]oxazin-6-ylmethoxy]piperidine-1-carboxylate in 2.0 ml of tetrahydrofuran is admixed with 13.6 ml of 9-BBN (0.5M in tetrahydrofuran) and stirred at reflux over 18 hours. The reaction mixture is cooled, admixed with 0.412 ml of ethanolamine and concentrated by evaporation. The residue is stirred at 0° C. in 40 ml of EtOAc-heptane (1:1) overnight and clarified ... Starting materials: FC1=CC(=C(C=C1F)C=CN(C)C)[N+](=O)[O-] ([2-(4,5-difluoro-2-nitro-phenyl)-vinyl]-dimethyl-amine). Reagents/catalysts: [Pd] (palladium on charcoal). The solvent is CO (methyl alcohol). Conditions: time 2 hour. Product: FC=1C=C2C=CNC2=CC1F (5,6-difluoroindole). Yield: 27.2%. Reaction SMILES: [F:1][C:2]1[C:7]([F:8])=[CH:6][C:5]([CH:9]=[CH:10]N(C)C)=[C:4]([N+:14]([O-])=O)[CH:3]=1>[Pd].CO>[F:8][C:7]1[CH:6]=[C:5]2[C:4](=[CH:3][C:2]=1[F:1])[NH:14][CH:10]=[CH:9]2. Procedure: A suspension of [2-(4,5-difluoro-2-nitro-phenyl)-vinyl]-dimethyl-amine (7.0 g, 30.7 mmol) and 10% palladium on charcoal (1.4 g) in methyl alcohol was hydrogenated in a Parr apparatus at 50 psi for 2 h and then filtered through Celite. The filtrate was concentrated in vacuo and the crude product purified by silica gel column chromatography (hexanes/ethyl acetate, 8:2) to afford 5,6-difluoroindole (1.28 g, 28%) as a yellow solid. 1H-NMR δ(400 MHz, CDCl3) 8.10 (1H, br s), 7.36 (1H, dd, J=10.7, 7.8 ... The reactants are C1(=CC=CC=C1)C=CC=1C=C(C=O)C=CC1 (3-(2-phenyl-vinyl)-benzaldehyde), C(C)(C)C(C(=O)Cl)C1=CC=C(C=C1)Cl (α-isoproyl-4-chlorophenyl-acetic acid chloride), [C-]#N.[Na+] (sodium cyanide), O (water). The reagents and catalysts are [Br-].C(CCC)[N+](CCCC)(CCCC)CCCC (tetrabutylammonium bromide). The solvent is C1(=CC=CC=C1)C (toluene), CCCCCC (n-hexane). Product: C1(=CC=CC=C1)C=CC=1C=C(C(C#N)OC(C(C(C)C)C2=CC=C(C=C2)Cl)=O)C=CC1 (α-isopropyl-4-chlorophenylacetic acid 3-(2-phenylvinyl)-α-cyanobenzyl ester). Isolated yield 69.8%. RXN SMILES: [C:1]1([CH:7]=[CH:8][C:9]2[CH:10]=[C:11]([CH:14]=[CH:15][CH:16]=2)[CH:12]=[O:13])[CH:6]=[CH:5][CH:4]=[CH:3][CH:2]=1.[CH:17]([CH:20]([C:24]1[CH:29]=[CH:28][C:27]([Cl:30])=[CH:26][CH:25]=1)[C:21](Cl)=[O:22])([CH3:19])[CH3:18].[C-:31]#[N:32].[Na+].O>[Br-].C([N+](CCCC)(CCCC)CCCC)CCC.C1(C)C=CC=CC=1.CCCCCC>[C:1]1([CH:7]=[CH:8][C:9]2[CH:10]=[C:11]([CH:14]=[CH:15][CH:16]=2)[CH:12]([O:13][C:21](=[O:22])[CH:20]([C:24]2[CH:29]=[CH:28][C:27]([Cl:30])=[CH:26][CH:25]=2)[CH:17]([CH3:19])[CH3:18])[C:31]#[N:32])[CH:2]=[CH:3][CH:4]=[CH:5][CH:6]=1 |f:2.3,5.6|. Procedure details: 4.16 g (0.02 mol) of 3-(2-phenyl-vinyl)-benzaldehyde and 4.62 g (0.02 mol) of α-isoproyl-4-chlorophenyl-acetic acid chloride were added dropwise, together, to a mixture of 1.5 g of sodium cyanide, 2 ml of water, 40 ml of n-hexane and 0.5 g of tetrabutylammonium bromide at 20°-25° C., whilst stirring, and the mixture was then stirred at 20°-25° C. for 4 hours. 300 ml of toluene were then added to the reaction mixture, and the mixture was extracted by shaking twice with 300 ml of water each time. ... The reactants are C=CCN, O=[N+]([O-])c1ccc(Oc2ccccc2)cc1Oc1ccccc1, C1CCOC1. Yields the product C=CCNc1cc(Oc2ccccc2)ccc1[N+](=O)[O-]. Reaction SMILES: [CH2:24]([CH:25]=[CH2:26])[NH2:27].[N+:1](=[O:2])([O-:3])[c:4]1[c:5]([O:17][c:18]2[cH:19][cH:20][cH:21][cH:22][cH:23]2)[cH:6][c:7]([O:10][c:11]2[cH:12][cH:13][cH:14][cH:15][cH:16]2)[cH:8][cH:9]1.[O:28]1[CH2:29][CH2:30][CH2:31][CH2:32]1>>[N+:1](=[O:2])([O-:3])[c:4]1[c:5]([NH:27][CH2:24][CH:25]=[CH2:26])[cH:6][c:7]([O:10][c:11]2[cH:12][cH:13][cH:14][cH:15][cH:16]2)[cH:8][cH:9]1. The reactants are O=[N+]([O-])c1cnc2cc(Br)ccc2c1Cl, CCOCC, CC(C)(C)OC(=O)N1CCN(CCN)CC1. Product: CC(C)(C)OC(=O)N1CCN(CCNc2c([N+](=O)[O-])cnc3cc(Br)ccc23)CC1. As a reaction SMILES: [Br:1][c:2]1[cH:3][cH:4][c:5]2[c:6]([Cl:15])[c:7]([N+:12](=[O:13])[O-:14])[cH:8][n:9][c:10]2[cH:11]1.[CH3:32][CH2:33][O:34][CH2:35][CH3:36].[NH2:16][CH2:17][CH2:18][N:19]1[CH2:20][CH2:21][N:22]([C:25](=[O:26])[O:27][C:28]([CH3:29])([CH3:30])[CH3:31])[CH2:23][CH2:24]1>>[Br:1][c:2]1[cH:3][cH:4][c:5]2[c:6]([NH:16][CH2:17][CH2:18][N:19]3[CH2:20][CH2:21][N:22]([C:25](=[O:26])[O:27][C:28]([CH3:29])([CH3:30])[CH3:31])[CH2:23][CH2:24]3)[c:7]([N+:12](=[O:13])[O-:14])[cH:8][n:9][c:10]2[cH:11]1. Procedure details: A mixture of 4-(6-Bromo-4-methyl-3-oxo-3,4-dihydro-pyrazin-2-ylamino)-benzaldehyde (3) (2.0 g; 6.51 mmol), 4-tert-butyl-N-[2-methyl-3-(4,4,5,5-tetramethyl-[1,3,2]dioxaborolan-2-yl)-phenyl]-benzamide (3.28 g; 7.8 mmol), tetrakis(triphenylphosphine)palladium (0.75 g; 0.65 mmol), 1N sodium carbonate (16.0 mL), and 1,2-dimethoxyethane (50 mL) was heated at 95° C. in a sealed pressure vessel for 12 hr. The mixture was cooled to room temperature, treated with water (70 mL) and extracted with ethyl ace... The reactants are BrC1=CN(C(C(=N1)NC1=CC=C(C=O)C=C1)=O)C (4-(6-Bromo-4-methyl-3-oxo-3,4-dihydro-pyrazin-2-ylamino)-benzaldehyde), C(C)(C)(C)C1=CC=C(C(=O)NC2=C(C(=CC=C2)B2OC(C(O2)(C)C)(C)C)C)C=C1 (4-tert-butyl-N-[2-methyl-3-(4,4,5,5-tetramethyl-[1,3,2]dioxaborolan-2-yl)-phenyl]-benzamide), C([O-])([O-])=O.[Na+].[Na+] (sodium carbonate), COCCOC (1,2-dimethoxyethane). Run at temperature 95 celsius. The reagents and catalysts are C=1C=CC(=CC1)[P](C=2C=CC=CC2)(C=3C=CC=CC3)[Pd]([P](C=4C=CC=CC4)(C=5C=CC=CC5)C=6C=CC=CC6)([P](C=7C=CC=CC7)(C=8C=CC=CC8)C=9C=CC=CC9)[P](C=1C=CC=CC1)(C=1C=CC=CC1)C=1C=CC=CC1 (tetrakis(triphenylphosphine)palladium). The solvent is O (water). Yield: 111.8%. RXN SMILES: Br[C:2]1[N:7]=[C:6]([NH:8][C:9]2[CH:16]=[CH:15][C:12]([CH:13]=[O:14])=[CH:11][CH:10]=2)[C:5](=[O:17])[N:4]([CH3:18])[CH:3]=1.[C:19]([C:23]1[CH:47]=[CH:46][C:26]([C:27]([NH:29][C:30]2[CH:35]=[CH:34][CH:33]=[C:32](B3OC(C)(C)C(C)(C)O3)[C:31]=2[CH3:45])=[O:28])=[CH:25][CH:24]=1)([CH3:22])([CH3:21])[CH3:20].C(=O)([O-])[O-].[Na+].[Na+].COCCOC>C1C=CC([P]([Pd]([P](C2C=CC=CC=2)(C2C=CC=CC=2)C2C=CC=CC=2)([P](C2C=CC=CC=2)(C2C=CC=CC=2)C2C=CC=CC=2)[P](C2C=CC=CC=2)(C2C=CC=CC=2)C2C=CC=CC=2)(C2C=CC=CC=2)C2C=CC=CC=2)=CC=1.O>[C:19]([C:23]1[CH:47]=[CH:46][C:26]([C:27]([NH:29][C:30]2[CH:35]=[CH:34][CH:33]=[C:32]([C:2]3[N:7]=[C:6]([NH:8][C:9]4[CH:16]=[CH:15][C:12]([CH:13]=[O:14])=[CH:11][CH:10]=4)[C:5](=[O:17])[N:4]([CH3:18])[CH:3]=3)[C:31]=2[CH3:45])=[O:28])=[CH:25][CH:24]=1)([CH3:22])([CH3:20])[CH3:21] |f:2.3.4,^1:63,65,84,103|. The product is C(C)(C)(C)C1=CC=C(C(=O)NC2=C(C(=CC=C2)C=2N=C(C(N(C2)C)=O)NC2=CC=C(C=C2)C=O)C)C=C1 (4-tert-Butyl-N-{3-[6-(4-formyl-phenylamino)-4-methyl-5-oxo-4,5-dihydro-pyrazin-2-yl]-2-methyl-phenyl}-benzamide). Starting materials: C1(CCCCC1)N1C(=NC2=C1C=CC(=C2)C(=O)O)C2=COC=C2 (1-Cyclohexyl-2-furan-3-yl-1H-benzoimidazole-5-carboxylic acid), C(=O)(OCC1=CC=CC=C1)NN (N-Cbz-hydrazine), CN(C)C(=[N+](C)C)ON1C2=C(C=CC=C2)N=N1.[B-](F)(F)(F)F (TBTU), CCN(C(C)C)C(C)C (DIEA). The reagents and catalysts are [Pd] (Pd/C). Run in CCOC(=O)C (EtOAc), C1CCOC1.CCO (THF EtOH), CN(C)C=O (DMF). Yields the product C1(CCCCC1)N1C(=NC2=C1C=CC(=C2)C(=O)NN)C2=COC=C2 (1-cyclohexyl-2-furan-3-yl-1H-benzoimidazole-5-carboxylic acid hydrazide). As a reaction SMILES: [CH:1]1([N:7]2[C:11]3[CH:12]=[CH:13][C:14]([C:16]([OH:18])=O)=[CH:15][C:10]=3[N:9]=[C:8]2[C:19]2[CH:23]=[CH:22][O:21][CH:20]=2)[CH2:6][CH2:5][CH2:4][CH2:3][CH2:2]1.C([NH:34][NH2:35])(OCC1C=CC=CC=1)=O.CN(C(ON1N=NC2C=CC=CC1=2)=[N+](C)C)C.[B-](F)(F)(F)F.CCN(C(C)C)C(C)C>CN(C=O)C.C1COCC1.CCO.[Pd].CCOC(C)=O>[CH:1]1([N:7]2[C:11]3[CH:12]=[CH:13][C:14]([C:16]([NH:34][NH2:35])=[O:18])=[CH:15][C:10]=3[N:9]=[C:8]2[C:19]2[CH:23]=[CH:22][O:21][CH:20]=2)[CH2:2][CH2:3][CH2:4][CH2:5][CH2:6]1 |f:2.3,6.7|. Reported procedure: The benzimidazole carboxylic acid of example 2 (0.500 g, 1.61 mmol) was stirred in DMF (10 mL) with N-Cbz-hydrazine (0.268 g, 1.61 mmol), TBTU (0.620 g, 1.93 mmol) and DIEA (0.727 g, 563 mmol) for 3 days. EtOAc was added and the reaction mixture was washed twice with 10% aqueous citric acid, twice with saturated aqueous NaHCO3 and once with brine. The organic layer was dried over anhydrous MgSO4, filtered and concentrated to give a brown foam that was hydrogenolyzed in THF-EtOH (1:1) with 10% Pd...